From a dataset of the Open Reaction Database (ORD), a public repository of structured organic reaction records. describe an organic reaction: reactants, conditions, products, and yield The reactants are C(C1=CC=CC=C1)N1C2=C(N[C@H]3[C@@H](C1=O)CCC3)C=CC(=C2)Cl ((3aR*,10aS*)-9-benzyl-7-chloro-2,3,3a,4,9,10a-hexahydrobenzo[b]cyclopenta[e][1,4]-diazepin-10(1H)-one), BrCC(=O)Br (bromoacetyl bromide). Run in C(C)(=O)OCC.CCCCCC (ethyl acetate hexane). Product: C(C1=CC=CC=C1)N1C2=C(N([C@H]3[C@@H](C1=O)CCC3)C(CBr)=O)C=CC(=C2)Cl ((3aR*,10aS*)-9-Benzyl-4-(bromoacetyl)-7-chloro-2,3,3a,4,9,10a-hexahydrobenzo[b]cyclopenta[e][1,4]-diazepin-10(1H)-one). Yield: 50.0%. As a reaction SMILES: [CH2:1]([N:8]1[C:14](=[O:15])[C@H:13]2[CH2:16][CH2:17][CH2:18][C@H:12]2[NH:11][C:10]2[CH:19]=[CH:20][C:21]([Cl:23])=[CH:22][C:9]1=2)[C:2]1[CH:7]=[CH:6][CH:5]=[CH:4][CH:3]=1.[Br:24][CH2:25][C:26](Br)=[O:27]>C(OCC)(=O)C.CCCCCC>[CH2:1]([N:8]1[C:14](=[O:15])[C@H:13]2[CH2:16][CH2:17][CH2:18][C@H:12]2[N:11]([C:26](=[O:27])[CH2:25][Br:24])[C:10]2[CH:19]=[CH:20][C:21]([Cl:23])=[CH:22][C:9]1=2)[C:2]1[CH:3]=[CH:4][CH:5]=[CH:6][CH:7]=1 |f:2.3|. Procedure details: Using (3aR*,10aS*)-9-benzyl-7-chloro-2,3,3a,4,9,10a-hexahydrobenzo[b]cyclopenta[e][1,4]-diazepin-10(1H)-one and bromoacetyl bromide, the titled compound was synthesized in substantially the same manner as in Working Example 122 in a yield of 50%, m.p. 163°-164° C. (ethyl acetate-hexane). Starting materials: C([O-])([O-])=O.[Cs+].[Cs+] (cesium carbonate), C1(=CC=CC=C1)SCCl (chloromethyl phenyl sulfide), ClC1=CC=C(CNC(=O)C=2C=NC3=CC=C(C=C3C2O)CN2CCOCC2)C=C1 (N-(4-chlorobenzyl)-4-hydroxy-6-(4-morpholinylmethyl)-3-quinolinecarboxamide). Run in CN(C)C=O (DMF), ClCCl (dichloromethane). Run at temperature 75 celsius. Yields the product ClC1=CC=C(CNC(=O)C2=CN(C3=CC=C(C=C3C2=O)CN2CCOCC2)CSC2=CC=CC=C2)C=C1 (N-(4-Chlorobenzyl)-6-(morpholinylmethyl)-4-oxo-1-[(phenylsulfanyl)methyl]-1,4-dihydro-3-quinolinecarboxamide). RXN SMILES: [Cl:1][C:2]1[CH:29]=[CH:28][C:5]([CH2:6][NH:7][C:8]([C:10]2[CH:11]=[N:12][C:13]3[C:18]([C:19]=2[OH:20])=[CH:17][C:16]([CH2:21][N:22]2[CH2:27][CH2:26][O:25][CH2:24][CH2:23]2)=[CH:15][CH:14]=3)=[O:9])=[CH:4][CH:3]=1.C(=O)([O-])[O-].[Cs+].[Cs+].[C:36]1([S:42][CH2:43]Cl)[CH:41]=[CH:40][CH:39]=[CH:38][CH:37]=1>CN(C=O)C.ClCCl>[Cl:1][C:2]1[CH:29]=[CH:28][C:5]([CH2:6][NH:7][C:8]([C:10]2[C:19](=[O:20])[C:18]3[C:13](=[CH:14][CH:15]=[C:16]([CH2:21][N:22]4[CH2:23][CH2:24][O:25][CH2:26][CH2:27]4)[CH:17]=3)[N:12]([CH2:43][S:42][C:36]3[CH:41]=[CH:40][CH:39]=[CH:38][CH:37]=3)[CH:11]=2)=[O:9])=[CH:4][CH:3]=1 |f:1.2.3|. Procedure: A solution of N-(4-chlorobenzyl)-4-hydroxy-6-(4-morpholinylmethyl)-3-quinolinecarboxamide (0.21 gm) from Preparation No. 40 in DMF (4 mL) is treated with cesium carbonate (0.30 gm) and chloromethyl phenyl sulfide (0.08 mL). The mixture is tightly capped and heated to 75° C. for 8 hrs. The reaction mixture is allowed to cool to room temperature, diluted with dichloromethane (50 mL) and washed with water (2×10 mL), brine, dried (Na2SO4) and concentrated under reduced pressure. The crude product is... The reactants are O=C(O)CC(=O)NCC(F)(F)C(F)(F)F, CN1C(=O)C(N)c2ccccc2-c2ccccc21. The product is CN1C(=O)C(NC(=O)CC(=O)NCC(F)(F)C(F)(F)F)c2ccccc2-c2ccccc21. As a reaction SMILES: [F:19][C:20]([CH2:21][NH:22][C:23]([CH2:24][C:25](=[O:26])[OH:27])=[O:28])([C:29]([F:30])([F:31])[F:32])[F:33].[NH2:1][CH:2]1[c:3]2[c:4]([cH:15][cH:16][cH:17][cH:18]2)-[c:5]2[c:6]([cH:11][cH:12][cH:13][cH:14]2)[N:7]([CH3:10])[C:8]1=[O:9]>>[NH:1]([CH:2]1[c:3]2[c:4]([cH:15][cH:16][cH:17][cH:18]2)-[c:5]2[c:6]([cH:11][cH:12][cH:13][cH:14]2)[N:7]([CH3:10])[C:8]1=[O:9])[C:25]([CH2:24][C:23]([NH:22][CH2:21][C:20]([F:19])([C:29]([F:30])([F:31])[F:32])[F:33])=[O:28])=[O:26]. The reactants are COC(=O)CCCCCCCCBr, O=c1[nH]cc(-c2ccccc2)n1-c1ccc(Cl)cc1, [H-], [I-], [Na+], [Na+], CN(C)C=O. Product: COC(=O)CCCCCCCCn1cc(-c2ccccc2)n(-c2ccc(Cl)cc2)c1=O. Reaction SMILES: [CH3:22][O:23][C:24]([CH2:25][CH2:26][CH2:27][CH2:28][CH2:29][CH2:30][CH2:31][CH2:32][Br:33])=[O:34].[Cl:3][c:4]1[cH:5][cH:6][c:7](-[n:10]2[c:11](=[O:21])[nH:12][cH:13][c:14]2-[c:15]2[cH:16][cH:17][cH:18][cH:19][cH:20]2)[cH:8][cH:9]1.[H-:2].[I-:35].[Na+:1].[Na+:36].[O:37]=[CH:38][N:39]([CH3:40])[CH3:41]>>[Cl:3][c:4]1[cH:5][cH:6][c:7](-[n:10]2[c:11](=[O:21])[n:12]([CH2:32][CH2:31][CH2:30][CH2:29][CH2:28][CH2:27][CH2:26][CH2:25][C:24]([O:23][CH3:22])=[O:34])[cH:13][c:14]2-[c:15]2[cH:16][cH:17][cH:18][cH:19][cH:20]2)[cH:8][cH:9]1. Starting materials: COC(=O)C1(OC1)C(CCCCOC1=CC=C(C=C1)Cl)F (2-[5-(4-chlorophenoxy)-1-fluoropentyl]-2-oxiranecarboxylic acid methyl ester), [OH-].[Na+] (sodium hydroxide), O (water). Isolated yield 86.6%. Yields the product [Na+].ClC1=CC=C(OCCCCC(F)C2(OC2)C(=O)[O-])C=C1 (2-[5-(4-Chlorophenoxy)-1-fluoropentyl]-2-oxiranecarboxylic acid sodium salt). Run at time 2 hour. The solvent is C(C)O (ethanol). As a reaction SMILES: C[O:2][C:3]([C:5]1([CH:8]([F:21])[CH2:9][CH2:10][CH2:11][CH2:12][O:13][C:14]2[CH:19]=[CH:18][C:17]([Cl:20])=[CH:16][CH:15]=2)[CH2:7][O:6]1)=[O:4].[OH-].[Na+:23].O>C(O)C>[Na+:23].[Cl:20][C:17]1[CH:16]=[CH:15][C:14]([O:13][CH2:12][CH2:11][CH2:10][CH2:9][CH:8]([C:5]2([C:3]([O-:4])=[O:2])[CH2:7][O:6]2)[F:21])=[CH:19][CH:18]=1 |f:1.2,5.6|. Reported procedure: A solution of 2-[5-(4-chlorophenoxy)-1-fluoropentyl]-2-oxiranecarboxylic acid methyl ester (2.53 g, 8 mmol) of Example 2 in 25 ml of absolute ethanol is treated with a solution of 320 mg (8 mmol) of sodium hydroxide in 12 m l of water. The mixture is maintained with stirring at room temperature for 2 hours and then is rotoevaporated. The obtained solid is triturated three times with ethyl ether, the solvent is removed by rotoevaporation and the solid is dried at high vacuum over phosphorus pento... The reactants are C(C1=CC=CC=C1)O[C@@H]1[C@]2(CO[C@]([C@@H]([C@H]1OCC1=CC=CC=C1)OCC1=CC=CC=C1)(O2)C2=CC(=C(C=C2)Cl)CC2=CC=C(C=C2)OCC)C2OC2 ((1S,2S,3S,4R,5S)-2,3,4-tribenzyloxy-5-[4-chloro-3-[(4-ethoxyphenyl)methyl]phenyl]-1-(oxiran-2-yl)-6,8-dioxabicyclo[3.2.1]octane), ClC1=C(C=CC=C1)Cl (o-dichlorobenzene). Reagents/catalysts: [Pd] (Pd/C). Run in CO.O1CCCC1 (methanol tetrahydrofuran). Reaction conditions: time 6 hour. Product: ClC1=C(C=C(C=C1)[C@]12[C@@H]([C@H]([C@@H]([C@](CO1)(O2)C2OC2)O)O)O)CC2=CC=C(C=C2)OCC ((1S,2S,3S,4R,5S)-5-[4-chloro-3-[(4-ethoxyphenyl)methyl]phenyl]-1-(oxiran-2-yl)-6,8-dioxabicyclo[3.2.1]octane-2,3,4-triol). Reaction SMILES: C([O:8][C@H:9]1[C@H:15]([O:16]CC2C=CC=CC=2)[C@@H:14]([O:24]CC2C=CC=CC=2)[C@:13]2([C:33]3[CH:38]=[CH:37][C:36]([Cl:39])=[C:35]([CH2:40][C:41]4[CH:46]=[CH:45][C:44]([O:47][CH2:48][CH3:49])=[CH:43][CH:42]=4)[CH:34]=3)[O:32][C@:10]1([CH:50]1[CH2:52][O:51]1)[CH2:11][O:12]2)C1C=CC=CC=1.ClC1C=CC=CC=1Cl>[Pd].CO.O1CCCC1>[Cl:39][C:36]1[CH:37]=[CH:38][C:33]([C@@:13]23[O:32][C@@:10]([CH:50]4[CH2:52][O:51]4)([CH2:11][O:12]2)[C@@H:9]([OH:8])[C@H:15]([OH:16])[C@H:14]3[OH:24])=[CH:34][C:35]=1[CH2:40][C:41]1[CH:46]=[CH:45][C:44]([O:47][CH2:48][CH3:49])=[CH:43][CH:42]=1 |f:3.4|. Procedure: To a solution of (1S,2S,3S,4R,5S)-2,3,4-tribenzyloxy-5-[4-chloro-3-[(4-ethoxyphenyl)methyl]phenyl]-1-(oxiran-2-yl)-6,8-dioxabicyclo[3.2.1]octane 10a (310 mg, 0.43 mmol, obtained from the synthetic method described in step 1 example 10) in a methanol/tetrahydrofuran mixture (v/v=4/1, 15 mL) were added o-dichlorobenzene (0.25 mL, 2.15 mmol) and 10% Pd/C (30 mg, 0.03 mmol) at room temperature. The mixture was stirred under H2 at room temperature for 6 hours and filtered. The filter cake was washed ... Starting materials: CCOP(=O)(CCCCc1ccccc1)CNC(=O)N1CCCC1C(=O)O, CI, [H-], [Na+], C1CCOC1. The product is CCOP(=O)(CCCCc1ccccc1)CN(C)C(=O)N1CCCC1C(=O)O. RXN SMILES: [CH2:1]([CH3:2])[O:3][P:4](=[O:5])([CH2:6][CH2:7][CH2:8][CH2:9][c:10]1[cH:11][cH:12][cH:13][cH:14][cH:15]1)[CH2:16][NH:17][C:18](=[O:19])[N:20]1[CH:21]([C:22](=[O:23])[OH:24])[CH2:25][CH2:26][CH2:27]1.[CH3:30][I:31].[H-:28].[Na+:29].[O:32]1[CH2:33][CH2:34][CH2:35][CH2:36]1>>[CH2:1]([CH3:2])[O:3][P:4](=[O:5])([CH2:6][CH2:7][CH2:8][CH2:9][c:10]1[cH:11][cH:12][cH:13][cH:14][cH:15]1)[CH2:16][N:17]([C:18](=[O:19])[N:20]1[CH:21]([C:22](=[O:23])[OH:24])[CH2:25][CH2:26][CH2:27]1)[CH3:30]. Starting materials: ClC1=CC=C(CNC(=O)C=2C(=C3C(=NC2)SC(=C3)I)O)C=C1 (N-(4-chlorobenzyl)-4-hydroxy-2-iodothieno[2,3-b]pyridine-5-carboxamide), COCC#C (propargyl methyl ether). Reagents/catalysts: [Cu](I)I (copper iodide), Cl[Pd]([P](C1=CC=CC=C1)(C2=CC=CC=C2)C3=CC=CC=C3)([P](C4=CC=CC=C4)(C5=CC=CC=C5)C6=CC=CC=C6)Cl (Pd(PPh3)2Cl2). The solvent is C(C)NCC (diethylamine). Reaction conditions: time 18 hour. Product: ClC1=CC=C(CNC(=O)C=2C(=C3C(=NC2)SC(=C3)C#CCOC)O)C=C1 (N-(4-Chlorobenzyl)-4-hydroxy-2-(3-methoxy-1-propynyl)thieno[2,3-b]pyridine-5-carboxamide). Isolated yield 30.0%. As a reaction SMILES: [Cl:1][C:2]1[CH:22]=[CH:21][C:5]([CH2:6][NH:7][C:8]([C:10]2[C:11]([OH:20])=[C:12]3[CH:18]=[C:17](I)[S:16][C:13]3=[N:14][CH:15]=2)=[O:9])=[CH:4][CH:3]=1.[CH3:23][O:24][CH2:25][C:26]#[CH:27]>C(NCC)C.[Cu](I)I.Cl[Pd](Cl)([P](C1C=CC=CC=1)(C1C=CC=CC=1)C1C=CC=CC=1)[P](C1C=CC=CC=1)(C1C=CC=CC=1)C1C=CC=CC=1>[Cl:1][C:2]1[CH:22]=[CH:21][C:5]([CH2:6][NH:7][C:8]([C:10]2[C:11]([OH:20])=[C:12]3[CH:18]=[C:17]([C:27]#[C:26][CH2:25][O:24][CH3:23])[S:16][C:13]3=[N:14][CH:15]=2)=[O:9])=[CH:4][CH:3]=1 |^1:38,57|. Procedure: To a suspension of N-(4-chlorobenzyl)-4-hydroxy-2-iodothieno[2,3-b]pyridine-5-carboxamide (Example No. 2) (1.00 g) in diethylamine (28 mL) is added copper iodide (0.128 g), and Pd(PPh3)2Cl2 (0.079 g) followed by addition of propargyl methyl ether (0.27 mL). The reaction is stirred at rt for 18 h. The reaction mixture is partitioned between H2O (100 mL) and CH2Cl2 (100 mL). The organic layer is removed, and the aqueous layer is extracted with CH2Cl2 (3×100 mL). Combined organic layers are washed ... The reactants are CC1(C)OC(COCc2ccccc2)C(COS(C)(=O)=O)O1, CC#N, [I-], [Na+]. Product: CC1(C)OC(CI)C(COCc2ccccc2)O1. As a reaction SMILES: [CH3:1][S:2]([O:3][CH2:6][CH:7]1[O:8][C:9]([CH3:21])([CH3:22])[O:10][CH:11]1[CH2:12][O:13][CH2:14][c:15]1[cH:16][cH:17][cH:18][cH:19][cH:20]1)(=[O:4])=[O:5].[CH3:25][C:26]#[N:27].[I-:24].[Na+:23]>>[CH2:6]([CH:7]1[O:8][C:9]([CH3:21])([CH3:22])[O:10][CH:11]1[CH2:12][O:13][CH2:14][c:15]1[cH:16][cH:17][cH:18][cH:19][cH:20]1)[I:24].